The task is: describe an organic reaction: reactants, conditions, products, and yield. This data is from the Open Reaction Database (ORD), a public repository of structured organic reaction records. The reactants are CN(C)S(=O)(=O)Cl, Cl, Nc1ccc(C(=O)Nc2ccccc2)cc1, c1ccncc1. Product: CN(C)S(=O)(=O)Nc1ccc(C(=O)Nc2ccccc2)cc1. Reaction SMILES: [CH3:17][N:18]([S:19](=[O:20])(=[O:21])[Cl:22])[CH3:23].[ClH:24].[NH2:1][c:2]1[cH:3][cH:4][c:5]([C:6](=[O:7])[NH:8][c:9]2[cH:10][cH:11][cH:12][cH:13][cH:14]2)[cH:15][cH:16]1.[cH:25]1[cH:26][cH:27][n:28][cH:29][cH:30]1>>[NH:1]([c:2]1[cH:3][cH:4][c:5]([C:6](=[O:7])[NH:8][c:9]2[cH:10][cH:11][cH:12][cH:13][cH:14]2)[cH:15][cH:16]1)[S:19]([N:18]([CH3:17])[CH3:23])(=[O:20])=[O:21]. Reactants: COC(=O)c1ccc(C(OCCN(C)C)c2ccccc2)cc1, CO, Cl, [Na+], [OH-]. Product: CN(C)CCOC(c1ccccc1)c1ccc(C(=O)O)cc1. RXN SMILES: [CH3:1][N:2]([CH2:3][CH2:4][O:5][CH:6]([c:7]1[cH:8][cH:9][c:10]([C:13](=[O:14])[O:15][CH3:16])[cH:11][cH:12]1)[c:17]1[cH:18][cH:19][cH:20][cH:21][cH:22]1)[CH3:23].[CH3:26][OH:27].[ClH:28].[Na+:25].[OH-:24]>>[CH3:1][N:2]([CH2:3][CH2:4][O:5][CH:6]([c:7]1[cH:8][cH:9][c:10]([C:13](=[O:14])[OH:15])[cH:11][cH:12]1)[c:17]1[cH:18][cH:19][cH:20][cH:21][cH:22]1)[CH3:23].